This data is from the Open Reaction Database (ORD), a public repository of structured organic reaction records. The task is: describe an organic reaction: reactants, conditions, products, and yield The reactants are Cl (hydrochloric acid), C1=CC(=CC=2SC3=C(CCC21)C=CC=C3)C(C(=O)OCC)C (ethyl 2-(10,11-dihydro dibenzo[b,f]thiepin-3-yl)-propionate), C(C)O (ethanol), [OH-].[K+] (potassium hydroxide). Solvent: O (water). Conditions: time 1 hour. Yields the product C1=CC(=CC=2SC3=C(CCC21)C=CC=C3)C(C(=O)O)C (2-(10,11-dihydro dibenzo[b,f]thiepin-3-yl)-propionic acid). As a reaction SMILES: [CH:1]1[C:11]2[CH2:10][CH2:9][C:8]3[CH:12]=[CH:13][CH:14]=[CH:15][C:7]=3[S:6][C:5]=2[CH:4]=[C:3]([CH:16]([CH3:22])[C:17]([O:19]CC)=[O:18])[CH:2]=1.C(O)C.[OH-].[K+].Cl>O>[CH:1]1[C:11]2[CH2:10][CH2:9][C:8]3[CH:12]=[CH:13][CH:14]=[CH:15][C:7]=3[S:6][C:5]=2[CH:4]=[C:3]([CH:16]([CH3:22])[C:17]([OH:19])=[O:18])[CH:2]=1 |f:2.3|. Procedure: the mixture of 26 mg of ethyl 2-(10,11-dihydro dibenzo[b,f]thiepin-3-yl)-propionate, 1 ml of ethanol, 200 mg of potassium hydroxide and 1 ml of water was stirred at room temperature for 1 hour. The solvent was distilled off to obtain the residue, which was acidified with hydrochloric acid and the resulting mixture was extracted with ethyl acetate. The extract was washed with saturated sodium chloride solution and dried over anhydrous sodium sulfate. The solvent was distilled off to obtain 24 ml ... Starting materials: CCOC(=O)Cc1ccc(S(=O)(=O)Cl)cc1, CN1CCNCC1, CCN(C(C)C)C(C)C, ClCCl. Yields the product CCOC(=O)Cc1ccc(S(=O)(=O)N2CCN(C)CC2)cc1. RXN SMILES: [CH2:17]([CH3:18])[O:19][C:20]([CH2:21][c:22]1[cH:23][cH:24][c:25]([S:28](=[O:29])(=[O:30])[Cl:31])[cH:26][cH:27]1)=[O:32].[CH3:1][N:2]1[CH2:3][CH2:4][NH:5][CH2:6][CH2:7]1.[CH:8]([N:9]([CH2:10][CH3:11])[CH:12]([CH3:13])[CH3:14])([CH3:15])[CH3:16].[Cl:33][CH2:34][Cl:35]>>[CH3:1][N:2]1[CH2:3][CH2:4][N:5]([S:28]([c:25]2[cH:24][cH:23][c:22]([CH2:21][C:20]([O:19][CH2:17][CH3:18])=[O:32])[cH:27][cH:26]2)(=[O:29])=[O:30])[CH2:6][CH2:7]1. Starting materials: ClC1=CC=C(S1)C1(C2=CC=CC=C2C=2C=CC=CC12)O (9-(5-chlorothien-2-yl)-9H-fluoren-9-ol), COC([C@@H](NC(=O)OCC1C2=CC=CC=C2C=2C=CC=CC12)[C@H](O)C)=O (Nα -(9-fluorenylmethoxycarbonyl)-L-threonine methyl ester). The product is ClC1=CC=C(S1)C1(C2=CC=CC=C2C=2C=CC=CC12)O[C@@H]([C@H](N)C(=O)O)C (O-[9-(5-Chlorothien-2-yl)-9H-fluoren-9-yl]-L-threonine). Reaction SMILES: [Cl:1][C:2]1[S:6][C:5]([C:7]2([OH:20])[C:19]3[CH:18]=[CH:17][CH:16]=[CH:15][C:14]=3[C:13]3[C:8]2=[CH:9][CH:10]=[CH:11][CH:12]=3)=[CH:4][CH:3]=1.C[O:22][C:23](=[O:46])[C@H:24]([C@@H:43]([CH3:45])O)[NH:25]C(OCC1C2C=CC=CC=2C2C1=CC=CC=2)=O>>[Cl:1][C:2]1[S:6][C:5]([C:7]2([O:20][C@H:43]([CH3:45])[C@@H:24]([C:23]([OH:46])=[O:22])[NH2:25])[C:8]3[CH:9]=[CH:10][CH:11]=[CH:12][C:13]=3[C:14]3[C:19]2=[CH:18][CH:17]=[CH:16][CH:15]=3)=[CH:4][CH:3]=1. Procedure details: from 9-(5-chlorothien-2-yl)-9H-fluoren-9-ol (Example 31) and Nα -(9-fluorenylmethoxycarbonyl)-L-threonine methyl ester; Starting materials: OC1=CC=C(C=O)C=C1 (4-hydroxybenzaldehyde), aldehyde, aldehyde, aqueous solution, NO (hydroxylamine), SiO2 CH3OH. Run in CO (methanol). Conditions: time 2 hour. The product is OC1=CC=C(C=NO)C=C1 (4-hydroxybenzaldehyde oxime). Reaction SMILES: [OH:1][C:2]1[CH:9]=[CH:8][C:5]([CH:6]=O)=[CH:4][CH:3]=1.[NH2:10][OH:11]>CO>[OH:1][C:2]1[CH:9]=[CH:8][C:5]([CH:6]=[N:10][OH:11])=[CH:4][CH:3]=1. Reported procedure: Into a 500 ml round bottom flask equipped with a magnetic stirring bar, 40.49 g (331.6 mmol) of 4-hydroxybenzaldehyde were added. The aldehyde was dissolved in 240 ml methanol. To the stirred solution, 22.99 g (348.1 mmol) of 50% aqueous solution of hydroxylamine were added over a 15 min. period. The mixture was stirred for an additional 2 hr, at which time it was judged to be complete by the disappearance of the starting aldehyde as observed by thin layer chromatography (SiO2/CH3OH:CH2CL2 5:95)... The product is CC(=O)Nc1ccc(-c2cnc3c(c2)N(Cc2cc(Cl)ccc2C(F)(F)F)CCN3)cc1. Starting materials: CC(=O)Nc1ccc(B(O)O)cc1, FC(F)(F)c1ccc(Cl)cc1CN1CCNc2ncc(I)cc21. Reaction SMILES: [C:24]([CH3:25])(=[O:26])[NH:27][c:28]1[cH:29][cH:30][c:31]([B:34]([OH:35])[OH:36])[cH:32][cH:33]1.[Cl:1][c:2]1[cH:3][cH:4][c:5]([C:20]([F:21])([F:22])[F:23])[c:6]([CH2:7][N:8]2[c:9]3[c:10]([n:14][cH:15][c:16]([I:18])[cH:17]3)[NH:11][CH2:12][CH2:13]2)[cH:19]1>>[Cl:1][c:2]1[cH:3][cH:4][c:5]([C:20]([F:21])([F:22])[F:23])[c:6]([CH2:7][N:8]2[c:9]3[c:10]([n:14][cH:15][c:16](-[c:31]4[cH:30][cH:29][c:28]([NH:27][C:24]([CH3:25])=[O:26])[cH:33][cH:32]4)[cH:17]3)[NH:11][CH2:12][CH2:13]2)[cH:19]1. Reactants: C1(=C(C=CC=C1)NCCCC(=O)OCC)C1=CC=CC=C1 (ethyl 4-(biphenyl-2-yl)aminobutyrate), C(C)N(C(C)C)C(C)C (ethyldiisopropylamine), ClC=1C=CC(=C(C(=O)Cl)C1)OC (5-chloro-2-methoxybenzoyl chloride). Solvent: C1=CC=CC=C1 (benzene), C1=CC=CC=C1 (benzene). Yields the product ClC=1C=CC(=C(C(=O)N(C2=C(C=CC=C2)C2=CC=CC=C2)CCCC(=O)OCC)C1)OC (ethyl 4-[5-chloro-2-methoxy-N-(biphenyl-2-yl)benzamido]butyrate). Yield: 94.0%. Reaction SMILES: [C:1]1([C:16]2[CH:21]=[CH:20][CH:19]=[CH:18][CH:17]=2)[CH:6]=[CH:5][CH:4]=[CH:3][C:2]=1[NH:7][CH2:8][CH2:9][CH2:10][C:11]([O:13][CH2:14][CH3:15])=[O:12].C(N(C(C)C)C(C)C)C.[Cl:31][C:32]1[CH:33]=[CH:34][C:35]([O:41][CH3:42])=[C:36]([CH:40]=1)[C:37](Cl)=[O:38]>C1C=CC=CC=1>[Cl:31][C:32]1[CH:33]=[CH:34][C:35]([O:41][CH3:42])=[C:36]([CH:40]=1)[C:37]([N:7]([CH2:8][CH2:9][CH2:10][C:11]([O:13][CH2:14][CH3:15])=[O:12])[C:2]1[CH:3]=[CH:4][CH:5]=[CH:6][C:1]=1[C:16]1[CH:21]=[CH:20][CH:19]=[CH:18][CH:17]=1)=[O:38]. Procedure details: Analogously to Example 47, 10.0 g of ethyl 4-(biphenyl-2-yl)aminobutyrate and 4.6 g of ethyldiisopropylamine in 50 ml of benzene are reacted with a solution of 7.3 g of 5-chloro-2-methoxybenzoyl chloride in 20 ml of benzene to obtain, as reaction product, 15.0 g (94.1% of theory) of ethyl 4-[5-chloro-2-methoxy-N-(biphenyl-2-yl)benzamido]butyrate as a viscous non-distillable oil. The saponification of this ester yields 12.4 g (88% of theory) of 4-[5-chloro-2-methoxy-N-(biphenyl-2-yl)benzamido-9 b... The reactants are C(C)N(CC)CCNC1=CC=CC=C1 (Diethylaminoethylaniline), Cl (HCl). The solvent is CO (methanol), O1CCOCC1 (dioxane). Run at time 1 hour. Product: Cl.Cl.C(C)N(CC)CCNC1=CC=CC=C1 (Diethylaminoethylaniline dihydrochloride). RXN SMILES: [CH2:1]([N:3]([CH2:6][CH2:7][NH:8][C:9]1[CH:14]=[CH:13][CH:12]=[CH:11][CH:10]=1)[CH2:4][CH3:5])[CH3:2].[ClH:15]>CO.O1CCOCC1>[ClH:15].[ClH:15].[CH2:1]([N:3]([CH2:6][CH2:7][NH:8][C:9]1[CH:10]=[CH:11][CH:12]=[CH:13][CH:14]=1)[CH2:4][CH3:5])[CH3:2] |f:4.5.6|. Reported procedure: To a round bottom flask, 62.6 mg (0.153 mmol) of 5 was dissolved in 1 mL of methanol. To this solution 1 mL of 4 N HCl in dioxane was added slowly, stirred at room temperature for 1 h and concentrated to afford a quantitative amount (52.7 mg) of 6. Starting materials: O=C(C(=O)N1CCN(C(=O)c2ccccc2)CC1)c1c[nH]c2c(Cl)ncc(F)c12, O=C(c1ccccc1)N1CCNCC1, C[O-], CO, Fc1cnc(Cl)c2[nH]ccc12, [Na+], c1cc2cc[nH]c2cn1. Yields the product COc1ncc(F)c2c(C(=O)C(=O)N3CCN(C(=O)c4ccccc4)CC3)c[nH]c12. As a reaction SMILES: [C:15]([c:16]1[cH:17][cH:18][cH:19][cH:20][cH:21]1)(=[O:22])[N:23]1[CH2:24][CH2:25][N:26]([C:29]([C:30](=[O:31])[c:32]2[cH:33][nH:34][c:35]3[c:36]([Cl:42])[n:37][cH:38][c:39]([F:41])[c:40]23)=[O:43])[CH2:27][CH2:28]1.[C:1]([N:2]1[CH2:3][CH2:4][NH:5][CH2:6][CH2:7]1)(=[O:8])[c:9]1[cH:10][cH:11][cH:12][cH:13][cH:14]1.[CH3:44][O-:45].[CH3:67][OH:68].[F:56][c:57]1[cH:58][n:59][c:60]([Cl:61])[c:62]2[c:63]1[cH:64][cH:65][nH:66]2.[Na+:46].[nH:47]1[c:48]2[c:49]([cH:50][cH:51][n:52][cH:53]2)[cH:54][cH:55]1>>[CH3:1][O:8][c:36]1[c:35]2[nH:34][cH:33][c:32]([C:30]([C:29]([N:26]3[CH2:25][CH2:24][N:23]([C:15]([c:16]4[cH:17][cH:18][cH:19][cH:20][cH:21]4)=[O:22])[CH2:28][CH2:27]3)=[O:43])=[O:31])[c:40]2[c:39]([F:41])[cH:38][n:37]1. Yields the product CNC1C=Cc2ccccc2CC1. RXN SMILES: [CH3:6][NH:7][CH:8]1[CH2:9][CH:10]([OH:19])[c:11]2[c:12]([cH:15][cH:16][cH:17][cH:18]2)[CH2:13][CH2:14]1.[NH4+:20].[NH4+:22].[NH4+:23].[O-:24][S:25](=[O:26])(=[O:27])[O-:28].[O:29]1[CH2:30][CH2:31][O:32][CH2:33][CH2:34]1.[OH-:21].[S:1](=[O:2])(=[O:3])([OH:4])[OH:5]>>[CH3:6][NH:7][CH:8]1[CH:9]=[CH:10][c:11]2[c:12]([cH:15][cH:16][cH:17][cH:18]2)[CH2:13][CH2:14]1. Starting materials: CNC1CCc2ccccc2C(O)C1, [NH4+], [NH4+], [NH4+], O=S(=O)([O-])[O-], C1COCCO1, [OH-], O=S(=O)(O)O.